From a dataset of the Open Reaction Database (ORD), a public repository of structured organic reaction records. describe an organic reaction: reactants, conditions, products, and yield Reactants: CC(C)(C)OC(=O)NCCBr, [H-], CC(C)c1nc(I)c(I)[nH]1, [Na+], CN(C)C=O, O. Product: CC(C)c1nc(I)c(I)n1CCNC(=O)OC(C)(C)C. As a reaction SMILES: [C:13](=[O:14])([O:15][C:16]([CH3:17])([CH3:18])[CH3:19])[NH:20][CH2:21][CH2:22][Br:23].[H-:11].[I:1][c:2]1[n:3][c:4]([CH:8]([CH3:9])[CH3:10])[nH:5][c:6]1[I:7].[Na+:12].[O:25]=[CH:26][N:27]([CH3:28])[CH3:29].[OH2:24]>>[I:1][c:2]1[n:3]([CH2:22][CH2:21][NH:20][C:13](=[O:14])[O:15][C:16]([CH3:17])([CH3:18])[CH3:19])[c:4]([CH:8]([CH3:9])[CH3:10])[n:5][c:6]1[I:7]. The reactants are O=C([O-])[O-], CCCBr, [Cu], [K+], [K+], CN(C)C=O, COC(=O)CCCc1ccc(O)c(-c2cc(CCCC(=O)OC)ccc2O)c1. Product: CCCOc1ccc(CCCC(=O)OC)cc1-c1cc(CCCC(=O)OC)ccc1O. Reaction SMILES: [C:33](=[O:34])([O-:35])[O-:36].[CH2:29]([CH2:30][CH3:31])[Br:32].[Cu:39].[K+:37].[K+:38].[O:40]=[CH:41][N:42]([CH3:43])[CH3:44].[OH:1][c:2]1[c:3](-[c:15]2[c:16]([OH:28])[cH:17][cH:18][c:19]([CH2:21][CH2:22][CH2:23][C:24](=[O:25])[O:26][CH3:27])[cH:20]2)[cH:4][c:5]([CH2:8][CH2:9][CH2:10][C:11](=[O:12])[O:13][CH3:14])[cH:6][cH:7]1>>[O:1]([c:2]1[c:3](-[c:15]2[c:16]([OH:28])[cH:17][cH:18][c:19]([CH2:21][CH2:22][CH2:23][C:24](=[O:25])[O:26][CH3:27])[cH:20]2)[cH:4][c:5]([CH2:8][CH2:9][CH2:10][C:11](=[O:12])[O:13][CH3:14])[cH:6][cH:7]1)[CH2:29][CH2:30][CH3:31]. The reactants are NC1=C(C(=O)OC2CCN(CC2)CC2=CC=CC=C2)C=CC(=C1)[N+](=O)[O-] (1-benzyl-piperidin-4-yl 2-amino-4-nitro-benzoate). Reagents/catalysts: [Ni] (Raney-Nickel). The solvent is C(C)O (ethanol). The product is NC1=C(C(=O)OC2CCN(CC2)CC2=CC=CC=C2)C=CC(=C1)N (1-benzyl-piperidin-4-yl 2,4-diamino-benzoate). Isolated yield 88.7%. As a reaction SMILES: [NH2:1][C:2]1[CH:23]=[C:22]([N+:24]([O-])=O)[CH:21]=[CH:20][C:3]=1[C:4]([O:6][CH:7]1[CH2:12][CH2:11][N:10]([CH2:13][C:14]2[CH:19]=[CH:18][CH:17]=[CH:16][CH:15]=2)[CH2:9][CH2:8]1)=[O:5]>C(O)C.[Ni]>[NH2:1][C:2]1[CH:23]=[C:22]([NH2:24])[CH:21]=[CH:20][C:3]=1[C:4]([O:6][CH:7]1[CH2:12][CH2:11][N:10]([CH2:13][C:14]2[CH:19]=[CH:18][CH:17]=[CH:16][CH:15]=2)[CH2:9][CH2:8]1)=[O:5]. Procedure details: 0.19 g (0.000537 mol) of 1-benzyl-piperidin-4-yl 2-amino-4-nitro-benzoate was dissolved in 16 ml of ethanol, treated with 0.115 g of Raney-Nickel and hydrogenated under normal pressure. The catalyst was filtered off, the solvent was removed on a rotary evaporator and the residue was chromatoraphed on silica gel with ethyl acetate/hexane (1:1→1:1) as the eluent. 0.155 g (89%) of 1-benzyl-piperidin-4-yl 2,4-diamino-benzoate was obtained as white crystals.